From a dataset of the Open Reaction Database (ORD), a public repository of structured organic reaction records. describe an organic reaction: reactants, conditions, products, and yield Reactants: Cl.C1(CC1)COC1=C(C=C(C=C1)OC)C1=C2C(=NC=C1)C(=C(N2)C)C(=O)NC2CCNCC2 (7-[2-(cyclopropylmethoxy)-5-methoxyphenyl]-2-methyl-N-(piperidin-4-yl)-1H-pyrrolo[3,2-b]pyridine-3-carboxamide hydrochloride), C(C)(=O)O[C@H](C(=O)Cl)C ((2S)-1-chloro-1-oxopropan-2-yl acetate). Product: C1(CC1)COC1=C(C=C(C=C1)OC)C1=C2C(=NC=C1)C(=C(N2)C)C(=O)NC2CCN(CC2)C([C@H](C)O)=O (7-[2-(Cyclopropylmethoxy)-5-methoxyphenyl]-N-{1-[(2S)-2-hydroxypropanoyl]piperidin-4-yl}-2-methyl-1H-pyrrolo[3,2-b]pyridine-3-carboxamide). Reaction SMILES: Cl.[CH:2]1([CH2:5][O:6][C:7]2[CH:12]=[CH:11][C:10]([O:13][CH3:14])=[CH:9][C:8]=2[C:15]2[CH:20]=[CH:19][N:18]=[C:17]3[C:21]([C:25]([NH:27][CH:28]4[CH2:33][CH2:32][NH:31][CH2:30][CH2:29]4)=[O:26])=[C:22]([CH3:24])[NH:23][C:16]=23)[CH2:4][CH2:3]1.C([O:37][C@@H:38]([CH3:42])[C:39](Cl)=[O:40])(=O)C>>[CH:2]1([CH2:5][O:6][C:7]2[CH:12]=[CH:11][C:10]([O:13][CH3:14])=[CH:9][C:8]=2[C:15]2[CH:20]=[CH:19][N:18]=[C:17]3[C:21]([C:25]([NH:27][CH:28]4[CH2:29][CH2:30][N:31]([C:39](=[O:40])[C@@H:38]([OH:37])[CH3:42])[CH2:32][CH2:33]4)=[O:26])=[C:22]([CH3:24])[NH:23][C:16]=23)[CH2:4][CH2:3]1 |f:0.1|. Reported procedure: Starting from 7-[2-(cyclopropylmethoxy)-5-methoxyphenyl]-2-methyl-N-(piperidin-4-yl)-1H-pyrrolo[3,2-b]pyridine-3-carboxamide hydrochloride (example D.f14) and commercially available (2S)-1-chloro-1-oxopropan-2-yl acetate the title compound is obtained as colorless solid. The reactants are CN=C=O, FC(F)(F)c1ccc(OC2(c3ccccc3)CCNCC2)cc1, c1ccccc1. The product is CNC(=O)N1CCC(Oc2ccc(C(F)(F)F)cc2)(c2ccccc2)CC1. As a reaction SMILES: [CH3:24][N:25]=[C:26]=[O:27].[c:1]1([C:7]2([O:13][c:14]3[cH:15][cH:16][c:17]([C:20]([F:21])([F:22])[F:23])[cH:18][cH:19]3)[CH2:8][CH2:9][NH:10][CH2:11][CH2:12]2)[cH:2][cH:3][cH:4][cH:5][cH:6]1.[cH:28]1[cH:29][cH:30][cH:31][cH:32][cH:33]1>>[c:1]1([C:7]2([O:13][c:14]3[cH:15][cH:16][c:17]([C:20]([F:21])([F:22])[F:23])[cH:18][cH:19]3)[CH2:8][CH2:9][N:10]([C:26]([NH:25][CH3:24])=[O:27])[CH2:11][CH2:12]2)[cH:2][cH:3][cH:4][cH:5][cH:6]1.